This data is from the Open Reaction Database (ORD), a public repository of structured organic reaction records. The task is: describe an organic reaction: reactants, conditions, products, and yield Reactants: CC1(OC2=C(C1)C(=C(C(=C2C)C2CC(=C(C(C2)=O)C(CC)=O)O)C)C)C (5-(2,3-dihydro-2,2,4,5,7-pentamethylbenzofuran-6-yl)-2-propionyl-3-hydroxycyclohex-2-en-1-one), C(C)(=O)[O-].[Na+] (sodium acetate), Cl.C(C)ON (ethoxyamine hydrochloric acid). The solvent is C(C)O (ethanol). Run at time 20 hour. Yields the product CC1(OC2=C(C1)C(=C(C(=C2C)C2CC(=C(C(C2)=O)C(CC)=NOCC)O)C)C)C (5-(2,3-dihydro-2,2,4,5,7-pentamethylbenzofuran-6-yl)-2-[1-(ethoxyimino)propyl]-3-hydroxycyclohex-2-en-1-one). The yield is 83.3%. As a reaction SMILES: [CH3:1][C:2]1([CH3:26])[CH2:6][C:5]2[C:7]([CH3:25])=[C:8]([CH3:24])[C:9]([CH:12]3[CH2:17][C:16](=[O:18])[C:15]([C:19](=O)[CH2:20][CH3:21])=[C:14]([OH:23])[CH2:13]3)=[C:10]([CH3:11])[C:4]=2[O:3]1.C([O-])(=O)C.[Na+].Cl.[CH2:33]([O:35][NH2:36])[CH3:34]>C(O)C>[CH3:1][C:2]1([CH3:26])[CH2:6][C:5]2[C:7]([CH3:25])=[C:8]([CH3:24])[C:9]([CH:12]3[CH2:17][C:16](=[O:18])[C:15]([C:19](=[N:36][O:35][CH2:33][CH3:34])[CH2:20][CH3:21])=[C:14]([OH:23])[CH2:13]3)=[C:10]([CH3:11])[C:4]=2[O:3]1 |f:1.2,3.4|. Reported procedure: To a solution 0.3 g of the 5-(2,3-dihydro-2,2,4,5,7-pentamethylbenzofuran-6-yl)-2-propionyl-3-hydroxycyclohex-2-en-1-one in 10 ml of ethanol was added 0.14 g of sodium acetate and 0.09 g of ethoxyamine hydrochloric acid. After stirring at room temperature for 20 hours, the reaction mixture was quenched with 20 ml water and extracted with diethyl ether. The combined organic extracts were dried over anhydrous magnesium sulfate, filtered and concentrated under the reduced pressure to afford a crude...